Dataset: the Open Reaction Database (ORD), a public repository of structured organic reaction records. Task: describe an organic reaction: reactants, conditions, products, and yield Starting materials: ClC1=C(C=C(C(=C1)F)N)O (2-Chloro-4-fluoro-5-aminophenol), C([O-])([O-])=O.[K+].[K+] (potassium carbonate), O (water), C1(CCCC1)Br (cyclopentyl bromide). The reagents and catalysts are [I-].[K+] (potassium iodide). Solvent: CN(C=O)C (N,N-dimethylformamide). Reaction conditions: temperature 80 celsius, time 1 hour. Product: FC1=C(N)C=C(C(=C1)Cl)OC1CCCC1 (2-fluoro-4-chloro-5-cyclopentyloxyaniline). Isolated yield 99.2%. Reaction SMILES: [Cl:1][C:2]1[CH:7]=[C:6]([F:8])[C:5]([NH2:9])=[CH:4][C:3]=1[OH:10].C(=O)([O-])[O-].[K+].[K+].[CH:17]1(Br)[CH2:21][CH2:20][CH2:19][CH2:18]1.O>CN(C)C=O.[I-].[K+]>[F:8][C:6]1[CH:7]=[C:2]([Cl:1])[C:3]([O:10][CH:17]2[CH2:21][CH2:20][CH2:19][CH2:18]2)=[CH:4][C:5]=1[NH2:9] |f:1.2.3,7.8|. Procedure details: 2-Chloro-4-fluoro-5-aminophenol (1.02 g, 6.28 mmol), potassium carbonate (1.72 g, 12.4 mmol), potassium iodide (4.0 mg, 0.024 mmol) and N,N-dimethylformamide (5 ml) as a solvent were placed in a two-necked round bottom flask (25 cc) and stirred at 80° C. for one hour. Then, cyclopentyl bromide (1.00 g, 6.71 mmol) was added thereto, followed by stirring at 80° C. for further 2 hours. After completion of the reaction, the reaction solution was cooled to room temperature, water (20 ml) was added th... RXN SMILES: [C:1]([C:3]1[N:8]=[CH:7][C:6]([NH:9][C:10]([N:12]2[CH2:17][CH2:16][N:15]([C:18]3[S:22][N:21]=[C:20]([C:23]4[CH:28]=[CH:27][CH:26]=[CH:25][CH:24]=4)[N:19]=3)[CH2:14][CH2:13]2)=[O:11])=[CH:5][CH:4]=1)#[N:2].[OH-:29].[Na+].O>CO.O1CCCC1>[NH2:2][C:1]([C:3]1[N:8]=[CH:7][C:6]([NH:9][C:10]([N:12]2[CH2:13][CH2:14][N:15]([C:18]3[S:22][N:21]=[C:20]([C:23]4[CH:28]=[CH:27][CH:26]=[CH:25][CH:24]=4)[N:19]=3)[CH2:16][CH2:17]2)=[O:11])=[CH:5][CH:4]=1)=[O:29] |f:1.2,4.5|. Reaction conditions: temperature 60 celsius, time 2 day. The yield is 12.3%. Run in CO.O1CCCC1 (methanol tetrahydrofuran). Reported procedure: To a solution of N-(6-cyanopyridin-3-yl)-4-(3-phenyl-1,2,4-thiadiazol-5-yl)piperazine-1-carboxamide (100 mg, 0.255 mmol) in methanol/tetrahydrofuran (1:4) (15 ml) was added a 1N aqueous sodium hydroxide solution (2.56 ml, 2.55 mmol) at room temperature, and the mixture was stirred at 60° C. for 2 days. Water was poured into the reaction solution, and the mixture was extracted with ethyl acetate. The extract was washed with water and dried over anhydrous magnesium sulfate, and the solvent was dis... Product: NC(=O)C1=CC=C(C=N1)NC(=O)N1CCN(CC1)C1=NC(=NS1)C1=CC=CC=C1 (N-[6-(Aminocarbonyl)pyridin-3-yl]-4-(3-phenyl-1,2,4-thiadiazol-5-yl)piperazine-1-carboxamide). Starting materials: C(#N)C1=CC=C(C=N1)NC(=O)N1CCN(CC1)C1=NC(=NS1)C1=CC=CC=C1 (N-(6-cyanopyridin-3-yl)-4-(3-phenyl-1,2,4-thiadiazol-5-yl)piperazine-1-carboxamide), [OH-].[Na+] (sodium hydroxide), O (Water). The reactants are Cc1cccc(NC(=O)Cn2c3c(c4ccccc42)CCNCC3)c1C, Cl, CN(C)C=O. The product is Cl, Cc1cccc(NC(=O)Cn2c3c(c4ccccc42)CCNCC3)c1. Reaction SMILES: [CH3:2][c:3]1[c:4]([NH:10][C:11]([CH2:12][n:13]2[c:14]3[c:15]([c:16]4[cH:17][cH:18][cH:19][cH:20][c:21]24)[CH2:22][CH2:23][NH:24][CH2:25][CH2:26]3)=[O:27])[cH:5][cH:6][cH:7][c:8]1[CH3:9].[ClH:1].[O:28]=[CH:29][N:30]([CH3:31])[CH3:32]>>[ClH:1].[cH:3]1[c:4]([NH:10][C:11]([CH2:12][n:13]2[c:14]3[c:15]([c:16]4[cH:17][cH:18][cH:19][cH:20][c:21]24)[CH2:22][CH2:23][NH:24][CH2:25][CH2:26]3)=[O:27])[cH:5][cH:6][cH:7][c:8]1[CH3:9]. Reactants: CC(C)(C)ON, ClCCl, CCCOC1CCC(C(C(=O)O)N(Cc2ccncc2)S(=O)(=O)c2ccc(OC)cc2)CC1, CN1CCOCC1, CCN=C=NCCCN(C)C, Cl, Cl, Cl, O, On1nnc2ccccc21. The product is CCCOC1CCC(C(C(=O)NOC(C)(C)C)N(Cc2ccncc2)S(=O)(=O)c2ccc(OC)cc2)CC1. Reaction SMILES: [C:53]([CH3:54])([CH3:55])([CH3:56])[O:57][NH2:58].[CH2:71]([Cl:72])[Cl:73].[CH3:2][O:3][c:4]1[cH:5][cH:6][c:7]([S:10](=[O:11])(=[O:12])[N:13]([CH:14]([C:15](=[O:16])[OH:17])[CH:18]2[CH2:19][CH2:20][CH:21]([O:24][CH2:25][CH2:26][CH3:27])[CH2:22][CH2:23]2)[CH2:28][c:29]2[cH:30][cH:31][n:32][cH:33][cH:34]2)[cH:8][cH:9]1.[CH3:45][N:46]1[CH2:47][CH2:48][O:49][CH2:50][CH2:51]1.[CH3:60][N:61]([CH2:62][CH2:63][CH2:64][N:65]=[C:66]=[N:67][CH2:68][CH3:69])[CH3:70].[ClH:1].[ClH:52].[ClH:59].[OH2:74].[OH:35][n:36]1[c:37]2[cH:38][cH:39][cH:40][cH:41][c:42]2[n:43][n:44]1>>[CH3:2][O:3][c:4]1[cH:5][cH:6][c:7]([S:10](=[O:11])(=[O:12])[N:13]([CH:14]([C:15](=[O:17])[NH:58][O:57][C:53]([CH3:54])([CH3:55])[CH3:56])[CH:18]2[CH2:19][CH2:20][CH:21]([O:24][CH2:25][CH2:26][CH3:27])[CH2:22][CH2:23]2)[CH2:28][c:29]2[cH:30][cH:31][n:32][cH:33][cH:34]2)[cH:8][cH:9]1. Reactants: CCCN(CCC)C(=O)c1cc(Br)cc(C(=O)OC)c1, Cc1ccccc1, [Na+], [Na+], O=C([O-])[O-], O, [Pd], c1ccc(P(c2ccccc2)c2ccccc2)cc1, c1ccc(P(c2ccccc2)c2ccccc2)cc1, c1ccc(P(c2ccccc2)c2ccccc2)cc1, c1ccc(P(c2ccccc2)c2ccccc2)cc1, OB(O)c1cccc2cccnc12. Product: CCCN(CCC)C(=O)c1cc(C(=O)OC)cc(-c2cccc3cccnc23)c1. RXN SMILES: [CH3:1][O:2][C:3]([c:4]1[cH:5][c:6]([Br:19])[cH:7][c:8]([C:10](=[O:11])[N:12]([CH2:13][CH2:14][CH3:15])[CH2:16][CH2:17][CH3:18])[cH:9]1)=[O:20].[CH3:41][c:42]1[cH:43][cH:44][cH:45][cH:46][cH:47]1.[Na+:34].[Na+:35].[O-:36][C:37](=[O:38])[O-:39].[OH2:40].[Pd:124].[c:105]1([P:106]([c:107]2[cH:108][cH:109][cH:110][cH:111][cH:112]2)[c:113]2[cH:114][cH:115][cH:116][cH:117][cH:118]2)[cH:119][cH:120][cH:121][cH:122][cH:123]1.[c:48]1([P:49]([c:50]2[cH:51][cH:52][cH:53][cH:54][cH:55]2)[c:56]2[cH:57][cH:58][cH:59][cH:60][cH:61]2)[cH:62][cH:63][cH:64][cH:65][cH:66]1.[c:67]1([P:68]([c:69]2[cH:70][cH:71][cH:72][cH:73][cH:74]2)[c:75]2[cH:76][cH:77][cH:78][cH:79][cH:80]2)[cH:81][cH:82][cH:83][cH:84][cH:85]1.[c:86]1([P:87]([c:88]2[cH:89][cH:90][cH:91][cH:92][cH:93]2)[c:94]2[cH:95][cH:96][cH:97][cH:98][cH:99]2)[cH:100][cH:101][cH:102][cH:103][cH:104]1.[n:21]1[cH:22][cH:23][cH:24][c:25]2[cH:26][cH:27][cH:28][c:29]([B:31]([OH:32])[OH:33])[c:30]12>>[CH3:1][O:2][C:3]([c:4]1[cH:5][c:6](-[c:29]2[cH:28][cH:27][cH:26][c:25]3[cH:24][cH:23][cH:22][n:21][c:30]32)[cH:7][c:8]([C:10](=[O:11])[N:12]([CH2:13][CH2:14][CH3:15])[CH2:16][CH2:17][CH3:18])[cH:9]1)=[O:20]. The reactants are C[Cu]C, CO, O=C(Cl)C(=O)Cl, [Li], CC(CC(=O)Cl)c1cccc(Oc2ccccc2)c1, O, c1ccccc1. Product: CC(=O)CC(C)c1cccc(Oc2ccccc2)c1. RXN SMILES: [CH3:27][Cu:28][CH3:29].[CH3:30][OH:31].[Cl:20][C:21]([C:22]([Cl:23])=[O:24])=[O:25].[Li:26].[O:1]([c:2]1[cH:3][cH:4][cH:5][cH:6][cH:7]1)[c:8]1[cH:9][c:10]([CH:14]([CH2:15][C:16](=[O:17])[Cl:18])[CH3:19])[cH:11][cH:12][cH:13]1.[OH2:38].[cH:32]1[cH:33][cH:34][cH:35][cH:36][cH:37]1>>[O:1]([c:2]1[cH:3][cH:4][cH:5][cH:6][cH:7]1)[c:8]1[cH:9][c:10]([CH:14]([CH2:15][C:16](=[O:17])[CH3:21])[CH3:19])[cH:11][cH:12][cH:13]1. The reactants are O (H2O), CC1(OC)[C@H](O)[C@H](OCC2=C(C=C(C=C2)Cl)Cl)[C@H](O1)COCC1=C(C=C(C=C1)Cl)Cl (methyl-3,5-bis-O-(2,4-dichlorobenzyl)-1-O-methyl-D-ribofuranose), CC(=O)OC(=O)C (Ac2O). The reagents and catalysts are CN(C)C=1C=CN=CC1 (DMAP). Run in N1=CC=CC=C1 (pyridine). Product: CC1(OC)[C@H](OC(C)=O)[C@H](OCC2=C(C=C(C=C2)Cl)Cl)[C@H](O1)COCC1=C(C=C(C=C1)Cl)Cl (methyl-2-O-acetyl-3,5-bis-O-(2,4-dichlorobenzyl)-1-O-methyl-D-ribofuranose). As a reaction SMILES: [CH3:1][C:2]1([O:19][C@H:18]([CH2:20][O:21][CH2:22][C:23]2[CH:28]=[CH:27][C:26]([Cl:29])=[CH:25][C:24]=2[Cl:30])[C@@H:7]([O:8][CH2:9][C:10]2[CH:15]=[CH:14][C:13]([Cl:16])=[CH:12][C:11]=2[Cl:17])[C@H:5]1[OH:6])[O:3][CH3:4].[CH3:31][C:32](OC(C)=O)=[O:33].O>N1C=CC=CC=1.CN(C1C=CN=CC=1)C>[CH3:1][C:2]1([O:19][C@H:18]([CH2:20][O:21][CH2:22][C:23]2[CH:28]=[CH:27][C:26]([Cl:29])=[CH:25][C:24]=2[Cl:30])[C@@H:7]([O:8][CH2:9][C:10]2[CH:15]=[CH:14][C:13]([Cl:16])=[CH:12][C:11]=2[Cl:17])[C@H:5]1[O:6][C:32](=[O:33])[CH3:31])[O:3][CH3:4]. Procedure details: To the solution of raw oil from Step 2 above (173.6 g, 0.3600 mol) in 1.379 L pyridine, were added Ac2O (33.970 mL, 0.3600 mol) and DMAP (1.3766 g, 0.01127 mol). After 21 hours of stirring at room temperature 1.4 L H2O were added. The solution was acidified with 1.45 L concentrated HCL. The acidified product was extracted with EtOAc, dried with MgSO4 and concentrated in vacuo. The residue was isolated as 85.75 g (0.1636 mol) of clear oil.